This data is from the Open Reaction Database (ORD), a public repository of structured organic reaction records. The task is: describe an organic reaction: reactants, conditions, products, and yield Reactants: C1CCOC1, CO, CCCCOC(=O)c1nc(N2CCC(NC(=O)c3nc(Cl)c(CC)[nH]3)C(OCC)C2)oc1C, [Li+], [OH-]. The product is CCOC1CN(c2nc(C(=O)O)c(C)o2)CCC1NC(=O)c1nc(Cl)c(CC)[nH]1. RXN SMILES: [CH2:38]1[O:39][CH2:40][CH2:41][CH2:42]1.[CH3:36][OH:37].[Cl:1][c:2]1[n:3][c:4]([C:9](=[O:10])[NH:11][CH:12]2[CH:13]([O:31][CH2:32][CH3:33])[CH2:14][N:15]([c:18]3[o:19][c:20]([CH3:30])[c:21]([C:23](=[O:24])[O:25][CH2:26][CH2:27][CH2:28][CH3:29])[n:22]3)[CH2:16][CH2:17]2)[nH:5][c:6]1[CH2:7][CH3:8].[Li+:34].[OH-:35]>>[Cl:1][c:2]1[n:3][c:4]([C:9](=[O:10])[NH:11][CH:12]2[CH:13]([O:31][CH2:32][CH3:33])[CH2:14][N:15]([c:18]3[o:19][c:20]([CH3:30])[c:21]([C:23](=[O:24])[OH:25])[n:22]3)[CH2:16][CH2:17]2)[nH:5][c:6]1[CH2:7][CH3:8]. The reactants are C(C)OC(CC1=CC=C(C=C1)NC(=O)OCC1=CC=CC=C1)=O (2-(4-(benzyloxycarbonylamino)phenyl)ethanoic acid ethyl ester), C=O (paraformaldehyde), C([O-])([O-])=O.[K+].[K+] (potassium carbonate). Reagents/catalysts: [I-].C(CCC)[N+](CCCC)(CCCC)CCCC (tetrabutylammonium iodide). Solvent: C1(=CC=CC=C1)C (toluene). The product is C(C)OC(C(=C)C1=CC=C(C=C1)NC(=O)OCC1=CC=CC=C1)=O (2-(4-(benzyloxycarbonylamino)phenyl)prop-2-enoic acid ethyl ester). Isolated yield 40.1%. Reaction SMILES: [CH2:1]([O:3][C:4](=[O:23])[CH2:5][C:6]1[CH:11]=[CH:10][C:9]([NH:12][C:13]([O:15][CH2:16][C:17]2[CH:22]=[CH:21][CH:20]=[CH:19][CH:18]=2)=[O:14])=[CH:8][CH:7]=1)[CH3:2].C=O.[C:26](=O)([O-])[O-].[K+].[K+]>[I-].C([N+](CCCC)(CCCC)CCCC)CCC.C1(C)C=CC=CC=1>[CH2:1]([O:3][C:4](=[O:23])[C:5]([C:6]1[CH:11]=[CH:10][C:9]([NH:12][C:13]([O:15][CH2:16][C:17]2[CH:18]=[CH:19][CH:20]=[CH:21][CH:22]=2)=[O:14])=[CH:8][CH:7]=1)=[CH2:26])[CH3:2] |f:2.3.4,5.6|. Reported procedure: A solution of 2-(4-(benzyloxycarbonylamino)phenyl)ethanoic acid ethyl ester (6.5 g, 23.3 mmol), paraformaldehyde (1.05 g), potassium carbonate (5.15 g, 37.3 mmol) and tetrabutylammonium iodide (0.172 g, 0.5 mmol) in 230 mL of toluene was heated at 100° C. for 4 hours with stirring. The reaction mixture was filtered and the filtrate was washed with water, 1 M sodium hydrogen sulfate, and brine. The organic layer was evaporated in vacuo to afford 5.2 g of crude product. The product was purified by... Starting materials: CCNC(=O)Nc1nc2ccc(Br)cc2s1, COCCOC, OB(O)c1ccc(Cl)s1, [Na+], [Na+], O=C([O-])[O-], O. Yields the product CCNC(=O)Nc1nc2ccc(-c3ccc(Cl)s3)cc2s1. Reaction SMILES: [Br:1][c:2]1[cH:3][c:4]2[c:5]([n:6][c:7]([NH:9][C:10](=[O:11])[NH:12][CH2:13][CH3:14])[s:8]2)[cH:15][cH:16]1.[CH3:17][O:18][CH2:19][CH2:20][O:21][CH3:22].[Cl:23][c:24]1[cH:25][cH:26][c:27]([B:29]([OH:30])[OH:31])[s:28]1.[Na+:32].[Na+:33].[O-:34][C:35](=[O:36])[O-:37].[OH2:38]>>[c:2]1(-[c:27]2[cH:26][cH:25][c:24]([Cl:23])[s:28]2)[cH:3][c:4]2[c:5]([n:6][c:7]([NH:9][C:10](=[O:11])[NH:12][CH2:13][CH3:14])[s:8]2)[cH:15][cH:16]1. Starting materials: COC1=C(C=C2C(=N1)C(=CN2C)C2=CC=1C(=NC=CC1CNC1CN(C1)C(=O)OC(C)(C)C)N2S(=O)(=O)C2=CC=C(C=C2)C)OC (tert-butyl 3-{[2-(5,6-dimethoxy-1-methyl-1H-pyrrolo[3,2-b]pyridin-3-yl)-1-(toluene-4-sulfonyl)-1H-pyrrolo[2,3-b]pyridin-4-ylmethyl]amino}azetidine-1-carboxylate), [OH-].[K+] (potassium hydroxide). Product: COC1=C(C=C2C(=N1)C(=CN2C)C2=CC=1C(=NC=CC1CNC1CN(C1)C(=O)OC(C)(C)C)N2)OC (tert-butyl 3-{[2-(5,6-dimethoxy-1-methyl-1H-pyrrolo[3,2-b]pyridin-3-yl)-1H-pyrrolo[2,3-b]pyridin-4-ylmethyl]amino}azetidine-1-carboxylate). The yield is 65.7%. As a reaction SMILES: [CH3:1][O:2][C:3]1[N:8]=[C:7]2[C:9]([C:13]3[N:34](S(C4C=CC(C)=CC=4)(=O)=O)[C:16]4=[N:17][CH:18]=[CH:19][C:20]([CH2:21][NH:22][CH:23]5[CH2:26][N:25]([C:27]([O:29][C:30]([CH3:33])([CH3:32])[CH3:31])=[O:28])[CH2:24]5)=[C:15]4[CH:14]=3)=[CH:10][N:11]([CH3:12])[C:6]2=[CH:5][C:4]=1[O:45][CH3:46].[OH-].[K+]>>[CH3:1][O:2][C:3]1[N:8]=[C:7]2[C:9]([C:13]3[NH:34][C:16]4=[N:17][CH:18]=[CH:19][C:20]([CH2:21][NH:22][CH:23]5[CH2:26][N:25]([C:27]([O:29][C:30]([CH3:32])([CH3:33])[CH3:31])=[O:28])[CH2:24]5)=[C:15]4[CH:14]=3)=[CH:10][N:11]([CH3:12])[C:6]2=[CH:5][C:4]=1[O:45][CH3:46] |f:1.2|. Procedure: The product is prepared by following the procedure described in example 34 stage (k), starting with 0.2 g of tert-butyl 3-{[2-(5,6-dimethoxy-1-methyl-1H-pyrrolo[3,2-b]pyridin-3-yl)-1-(toluene-4-sulfonyl)-1H-pyrrolo[2,3-b]pyridin-4-ylmethyl]amino}azetidine-1-carboxylate instead of the cyclopropyl-[2-(5,6-dimethoxy-1-methyl-1H-pyrrolo[3,2-b]pyridin-3-yl)-1-(toluene-4-sulfonyl)-1H-pyrrolo[2,3-b]pyridin-4-ylmethyl]amine used in example 34 stage (k) and 1.24 cm3 of 5N potassium hydroxide. 0.1 g of te... Starting materials: CC(C)(C)OC(=O)N1CCN(c2cccc3c2CCC3n2cccc(C(=O)Nc3ccc(Cl)cc3)c2=O)CC1, ClCCl, O=C(O)C(F)(F)F. Product: O=C(Nc1ccc(Cl)cc1)c1cccn(C2CCc3c2cccc3N2CCNCC2)c1=O. Reaction SMILES: [Cl:1][c:2]1[cH:3][cH:4][c:5]([NH:8][C:9](=[O:10])[c:11]2[c:12](=[O:39])[n:13]([CH:17]3[CH2:18][CH2:19][c:20]4[c:21]([N:26]5[CH2:27][CH2:28][N:29]([C:32]([O:33][C:34]([CH3:35])([CH3:36])[CH3:37])=[O:38])[CH2:30][CH2:31]5)[cH:22][cH:23][cH:24][c:25]43)[cH:14][cH:15][cH:16]2)[cH:6][cH:7]1.[Cl:47][CH2:48][Cl:49].[F:40][C:41]([F:42])([F:43])[C:44]([OH:45])=[O:46]>>[Cl:1][c:2]1[cH:3][cH:4][c:5]([NH:8][C:9](=[O:10])[c:11]2[c:12](=[O:39])[n:13]([CH:17]3[CH2:18][CH2:19][c:20]4[c:21]([N:26]5[CH2:27][CH2:28][NH:29][CH2:30][CH2:31]5)[cH:22][cH:23][cH:24][c:25]43)[cH:14][cH:15][cH:16]2)[cH:6][cH:7]1.